Dataset: the Open Reaction Database (ORD), a public repository of structured organic reaction records. Task: describe an organic reaction: reactants, conditions, products, and yield Reactants: FC1=CC=C2C(C(N(C2=C1)C(=O)NCC1(CCNCC1)O)=O)(C)C (6-fluoro-N-[(4-hydroxypiperidin-4-yl)methyl]-3,3-dimethyl-2-oxoindoline-1-carboxamide), FC1=CC=C2C(C(N(C2=C1)C(=O)NCC1(CCNCC1)O)=O)(C)C (6-Fluoro-N-[(4-hydroxypiperidin-4-yl)methyl]-3,3-dimethyl-2-oxoindoline-1-carboxamide), C(=O)C1(CCC1)C(=O)OC (methyl 1-formylcyclobutanecarboxylate). Yields the product FC1=CC=C2C(C(N(C2=C1)C(=O)NCC1(CCN(CC1)CC1(CCC1)C(=O)OC)O)=O)(C)C (Methyl 1-{[4-({[(6-fluoro-3,3-dimethyl-2-oxo-2,3-dihydro-1H-indol-1-yl)carbonyl]amino}methyl)-4-hydroxypiperidin-1-yl]methyl}cyclobutanecarboxylate). RXN SMILES: [F:1][C:2]1[CH:10]=[C:9]2[C:5]([C:6]([CH3:24])([CH3:23])[C:7](=[O:22])[N:8]2[C:11]([NH:13][CH2:14][C:15]2([OH:21])[CH2:20][CH2:19][NH:18][CH2:17][CH2:16]2)=[O:12])=[CH:4][CH:3]=1.[CH:25]([C:27]1([C:31]([O:33][CH3:34])=[O:32])[CH2:30][CH2:29][CH2:28]1)=O>>[F:1][C:2]1[CH:10]=[C:9]2[C:5]([C:6]([CH3:24])([CH3:23])[C:7](=[O:22])[N:8]2[C:11]([NH:13][CH2:14][C:15]2([OH:21])[CH2:20][CH2:19][N:18]([CH2:25][C:27]3([C:31]([O:33][CH3:34])=[O:32])[CH2:30][CH2:29][CH2:28]3)[CH2:17][CH2:16]2)=[O:12])=[CH:4][CH:3]=1. Reported procedure: The title compound was prepared according to the procedure described in step 3 of Example 2 from 6-fluoro-N-[(4-hydroxypiperidin-4-yl)methyl]-3,3-dimethyl-2-oxoindoline-1-carboxamide and methyl 1-formylcyclobutanecarboxylate (step 4 of Example 22) and methyl 1-formylcyclobutanecarboxylate (Davis, Charles R. et al., J. Org. Chem., 1993, 58, 6843). Starting materials: O=S(=O)(c1ccc(Br)cc1)c1ccccc1-c1nnco1, CS(C)=O, C=Cc1ccc(F)cc1F. Product: O=S(=O)(c1ccc(C=Cc2ccc(F)cc2F)cc1)c1ccccc1-c1nnco1. As a reaction SMILES: [Br:1][c:2]1[cH:3][cH:4][c:5]([S:8](=[O:9])(=[O:10])[c:11]2[c:12](-[c:17]3[o:18][cH:19][n:20][n:21]3)[cH:13][cH:14][cH:15][cH:16]2)[cH:6][cH:7]1.[CH3:32][S:33]([CH3:34])=[O:35].[F:22][c:23]1[c:24]([CH:25]=[CH2:26])[cH:27][cH:28][c:29]([F:31])[cH:30]1>>[c:2]1([CH:26]=[CH:25][c:24]2[c:23]([F:22])[cH:30][c:29]([F:31])[cH:28][cH:27]2)[cH:3][cH:4][c:5]([S:8](=[O:9])(=[O:10])[c:11]2[c:12](-[c:17]3[o:18][cH:19][n:20][n:21]3)[cH:13][cH:14][cH:15][cH:16]2)[cH:6][cH:7]1. The reactants are ClC=1C=CC=2N(C1)C=C(N2)CCl (6-chloro-2-(chloromethyl) imidazo[1,2-α]pyridine), CC(=O)C1=CC=C(C=C1)N2CCNCC2 (4-piperazinoacetophenone). Run in C1CCOC1 (THF). Yields the product ClC=1C=CC=2N(C1)C=C(N2)CN2CCN(CC2)C2=CC=C(C=C2)C(C)=O (1-[4-[4-[(6-Chloroimidazo[1,2-a]pyridin-2-yl)methyl]-1-piperazinyl]phenyl]ethanone). Yield: 50.1%. As a reaction SMILES: [Cl:1][C:2]1[CH:3]=[CH:4][C:5]2[N:6]([CH:8]=[C:9]([CH2:11]Cl)[N:10]=2)[CH:7]=1.[CH3:13][C:14]([C:16]1[CH:21]=[CH:20][C:19]([N:22]2[CH2:27][CH2:26][NH:25][CH2:24][CH2:23]2)=[CH:18][CH:17]=1)=[O:15]>C1COCC1>[Cl:1][C:2]1[CH:3]=[CH:4][C:5]2[N:6]([CH:8]=[C:9]([CH2:11][N:25]3[CH2:24][CH2:23][N:22]([C:19]4[CH:18]=[CH:17][C:16]([C:14](=[O:15])[CH3:13])=[CH:21][CH:20]=4)[CH2:27][CH2:26]3)[N:10]=2)[CH:7]=1. Procedure details: Following the general procedure of Example 39, Step 2, 6-chloro-2-(chloromethyl) imidazo[1,2-α]pyridine (Example 4. Step 1; 0.294 g), 4-piperazinoacetophenone (Aldrich; 0.366 g), and THF (3 mL) are converted to product, which is chromatographed on silica gel using methanol/dichlormethane (2/98), followed by crystallization from ethyl acetate/dichloromethane, to give 0.270 g of the title compound in two crops; mp 185.5-187° C.; MS m/z 368; IR (mineral oil) 1600, 1661, 1252, 1327, 1197 cm-1 ; 1H N... The reactants are C(C#C)N1C=NC=C1 (1-(2-propynyl)-1H-imidazole), N1CCCC1 (pyrrolidine), C=O (paraformaldehyde), cuprous chloride. The solvent is O1CCOCC1 (dioxane). Run at temperature 50 celsius. Product: N1(CCCC1)CC#CCN1C=NC=C1 (1-[4-(pyrrolidinyl)-2-butynyl]-1H-imidazole). Isolated yield 68.7%. Reaction SMILES: [CH2:1]([N:4]1[CH:8]=[CH:7][N:6]=[CH:5]1)[C:2]#[CH:3].[NH:9]1[CH2:13][CH2:12][CH2:11][CH2:10]1.[CH2:14]=O>O1CCOCC1>[N:9]1([CH2:14][C:3]#[C:2][CH2:1][N:4]2[CH:8]=[CH:7][N:6]=[CH:5]2)[CH2:13][CH2:12][CH2:11][CH2:10]1. Procedure: A mixture of 1-(2-propynyl)-1H-imidazole (2.5 g, 0.023 mol), pyrrolidine (2.0 g, 0.026 mol), paraformaldehyde (0.85 , 0.028 mol) and cuprous chloride (30 mg) in dioxane (20 mL) was heated at 50° C. for 4 h. The solvent was evaporated and the residual oil was dissolved in chloroform, filtered, and chromatographed on silica gel to give 2.99 g of 1-[4-(pyrrolidinyl)-2-butynyl]-1H-imidazole as an oil. Reactants: ClCC(=O)Cl (chloroacetyl chloride), N1CCCCC1 (piperidine), C(CC(=O)OCC)(=O)OCC (Diethyl malonate), [H-].[Na+] (sodium hydride). The solvent is O1CCCC1 (tetrahydrofuran), C([O-])(O)=O.[Na+] (sodium bicarbonate). Reaction conditions: time 1 hour. The product is O=C1C(=C(OC1)N1CCCCC1)C(=O)OCC (ethyl 4-oxo-2-piperidino-4,5-dihydrofuran-3-carboxylate). Reaction SMILES: [C:1]([O:9][CH2:10][CH3:11])(=[O:8])[CH2:2][C:3]([O:5][CH2:6][CH3:7])=O.[H-].[Na+].ClCC(Cl)=[O:17].[NH:19]1[CH2:24][CH2:23][CH2:22][CH2:21][CH2:20]1>O1CCCC1.C(=O)(O)[O-].[Na+]>[O:17]=[C:7]1[CH2:6][O:5][C:3]([N:19]2[CH2:24][CH2:23][CH2:22][CH2:21][CH2:20]2)=[C:2]1[C:1]([O:9][CH2:10][CH3:11])=[O:8] |f:1.2,6.7|. Reported procedure: Diethyl malonate (5.0 mL, 0.033 mol) was added dropwise to a solution of sodium hydride (60% w/w in oil, 2.7 g, 0.066 mol) in anhydrous tetrahydrofuran (50 mL) that cooled with ice bath. The mixture was refluxed for 5 min. The reaction mixture was cooled with ice bath, chloroacetyl chloride (2.8 mL, 0.035 mol) was added dropwise to the reaction mixture and the mixture was stirred for 1 h then stirred at 45° C. for 1 h. The reaction mixture was cooled with ice bath again then piperidine (3.9 mL, ...